This data is from the Open Reaction Database (ORD), a public repository of structured organic reaction records. The task is: describe an organic reaction: reactants, conditions, products, and yield Reactants: CC1=NOC=C1[C@@H]([C@H](C(=O)OCC1=CC=CC=C1)CCC(F)(F)F)C(=O)OC(C)(C)C ((2R,3R)-1-benzyl 4-tert-butyl 3-(3-methylisoxazol-4-yl)-2-(3,3,3-trifluoropropyl)succinate), [H][H] (hydrogen). Reagents/catalysts: [OH-].[OH-].[Pd+2] (Pearlman's Catalyst). The solvent is CO (MeOH). The product is C(C)(C)(C)OC([C@@H](C=1C(=NOC1)C)[C@H](C(=O)O)CCC(F)(F)F)=O ((R)-2-((R)-2-tert-Butoxy-1-(3-methylisoxazol-4-yl)-2-oxoethyl)-5,5,5-trifluoropentanoic acid). The yield is 46.9%. RXN SMILES: [CH3:1][C:2]1[C:6]([C@H:7]([C:25]([O:27][C:28]([CH3:31])([CH3:30])[CH3:29])=[O:26])[C@@H:8]([CH2:19][CH2:20][C:21]([F:24])([F:23])[F:22])[C:9]([O:11]CC2C=CC=CC=2)=[O:10])=[CH:5][O:4][N:3]=1.[H][H]>CO.[OH-].[OH-].[Pd+2]>[C:28]([O:27][C:25](=[O:26])[C@H:7]([C@@H:8]([CH2:19][CH2:20][C:21]([F:24])([F:22])[F:23])[C:9]([OH:11])=[O:10])[C:6]1[C:2]([CH3:1])=[N:3][O:4][CH:5]=1)([CH3:31])([CH3:29])[CH3:30] |f:3.4.5|. Procedure details: In a 200 mL round-bottomed flask a colorless solution of (2R,3R)-1-benzyl 4-tert-butyl 3-(3-methylisoxazol-4-yl)-2-(3,3,3-trifluoropropyl)succinate (2.4 g, 5.44 mmol) in MeOH (Volume: 50 mL) was treated with Pearlman's Catalyst (0.076 g, 0.544 mmol) and hydrogenated using a hydrogen-filled balloon at room temperature for 1 hour until the reaction was complete (monitored by HPLC). The mixture was filtered through a 0.45 μm membrane and rinsed with MeOH. The filtrated was concentrated to give 2.03... Reactants: CC(C)(C)c1cc([N+](=O)[O-])cc2nc(C(F)(F)F)[nH]c12, CCO, [H][H], O=[Pt]. Product: CC(C)(C)c1cc(N)cc2nc(C(F)(F)F)[nH]c12. Reaction SMILES: [C:1]([CH3:2])([CH3:3])([CH3:4])[c:5]1[cH:6][c:7]([N+:18]([O-:19])=[O:20])[cH:8][c:9]2[n:10][c:11]([C:14]([F:15])([F:16])[F:17])[nH:12][c:13]12.[CH3:23][CH2:24][OH:25].[H:21][H:22].[Pt:26]=[O:27]>>[C:1]([CH3:2])([CH3:3])([CH3:4])[c:5]1[cH:6][c:7]([NH2:18])[cH:8][c:9]2[n:10][c:11]([C:14]([F:15])([F:16])[F:17])[nH:12][c:13]12. Reactants: CC#CCO, [Cl-], COC(OC)C(C)Oc1cc(Cl)ncn1, [H-], [NH4+], [Na+], C1CCOC1. The product is CC#CCOc1cc(OC(C)C(OC)OC)ncn1. As a reaction SMILES: [CH2:3]([C:4]#[C:5][CH3:6])[OH:7].[Cl-:23].[Cl:8][c:9]1[n:10][cH:11][n:12][c:13]([O:15][CH:16]([CH:17]([O:18][CH3:19])[O:20][CH3:21])[CH3:22])[cH:14]1.[H-:1].[NH4+:24].[Na+:2].[O:25]1[CH2:26][CH2:27][CH2:28][CH2:29]1>>[CH2:3]([C:4]#[C:5][CH3:6])[O:7][c:9]1[n:10][cH:11][n:12][c:13]([O:15][CH:16]([CH:17]([O:18][CH3:19])[O:20][CH3:21])[CH3:22])[cH:14]1. The reagents and catalysts are O=[Pt]=O (PtO2). Procedure details: To a solution of 2-(3-Nitro-phenoxy)-N-(2-chloro-benzyl)-nicotinamide (0.530 g 1.38 mmole) in methanol (15 ml) and tetrahydrofuran (20 ml) was added 10% PtO2 (0.0.50 g). This was shaken under 35 psi hydrogen for 1 hour 40 minutes. The catalyst was removed by filtration, and the solution was concentrated to give an oil that was purified by chromatography on silica gel eluting with 2.5% methanol/methylene chloride. Recrystalization from ethyl acetate/hexane gave crystals. (0.327 g). M.P. 101-103° ... Solvent: CO (methanol), O1CCCC1 (tetrahydrofuran). RXN SMILES: [N+:1]([C:4]1[CH:5]=[C:6]([CH:25]=[CH:26][CH:27]=1)[O:7][C:8]1[N:24]=[CH:23][CH:22]=[CH:21][C:9]=1[C:10]([NH:12][CH2:13][C:14]1[CH:19]=[CH:18][CH:17]=[CH:16][C:15]=1[Cl:20])=[O:11])([O-])=O.[H][H]>CO.O1CCCC1.O=[Pt]=O>[NH2:1][C:4]1[CH:5]=[C:6]([CH:25]=[CH:26][CH:27]=1)[O:7][C:8]1[N:24]=[CH:23][CH:22]=[CH:21][C:9]=1[C:10]([NH:12][CH2:13][C:14]1[CH:19]=[CH:18][CH:17]=[CH:16][C:15]=1[Cl:20])=[O:11]. Starting materials: [N+](=O)([O-])C=1C=C(OC2=C(C(=O)NCC3=C(C=CC=C3)Cl)C=CC=N2)C=CC1 (2-(3-Nitro-phenoxy)-N-(2-chloro-benzyl)-nicotinamide), [H][H] (hydrogen). The product is NC=1C=C(OC2=C(C(=O)NCC3=C(C=CC=C3)Cl)C=CC=N2)C=CC1 (2-(3-Amino-phenoxy)-N-(2-chloro-benzyl)-nicotinamide). The reactants are CC(C)N(C(=O)CN1C(=O)Cc2nnc(-c3ccccc3F)n2-c2ccccc21)c1ccccc1, O=Cc1c[nH]c2ccccc12. The product is CC(C)N(C(=O)CN1C(=O)C(Cc2c[nH]c3ccccc23)c2nnc(-c3ccccc3F)n2-c2ccccc21)c1ccccc1. Reaction SMILES: [F:1][c:2]1[c:3](-[c:8]2[n:9][n:10][c:11]3[n:17]2-[c:16]2[c:15]([cH:21][cH:20][cH:19][cH:18]2)[N:14]([CH2:22][C:23](=[O:24])[N:25]([c:26]2[cH:27][cH:28][cH:29][cH:30][cH:31]2)[CH:32]([CH3:33])[CH3:34])[C:13](=[O:35])[CH2:12]3)[cH:4][cH:5][cH:6][cH:7]1.[nH:36]1[cH:37][c:38]([CH:45]=[O:46])[c:39]2[cH:40][cH:41][cH:42][cH:43][c:44]12>>[F:1][c:2]1[c:3](-[c:8]2[n:9][n:10][c:11]3[n:17]2-[c:16]2[c:15]([cH:21][cH:20][cH:19][cH:18]2)[N:14]([CH2:22][C:23](=[O:24])[N:25]([c:26]2[cH:27][cH:28][cH:29][cH:30][cH:31]2)[CH:32]([CH3:33])[CH3:34])[C:13](=[O:35])[CH:12]3[CH2:45][c:38]2[cH:37][nH:36][c:44]3[c:39]2[cH:40][cH:41][cH:42][cH:43]3)[cH:4][cH:5][cH:6][cH:7]1. Starting materials: FC(C(=O)O)(F)F (trifluoroacetic acid), [H-].[Na+] (sodium hydride), COC=1C=CC2=C(NC(CO2)=O)C1 (6-(methyloxy)-2H-1,4-benzoxazin-3(4H)-one), BrCC(=O)OCC (ethyl bromoacetate). Run in CC#N.O (CH3CN H2O), O1CCCC1 (tetrahydrofuran), O1CCCC1 (tetrahydrofuran). Run at time 10 minute. The product is COC=1C=CC2=C(N(C(CO2)=O)CC(=O)OCC)C1 (ethyl [6-(methyloxy)-3-oxo-2,3-dihydro-4H-1,4-benzoxazin-4-yl]acetate). Yield: 59.5%. Reaction SMILES: [CH3:1][O:2][C:3]1[CH:4]=[CH:5][C:6]2[O:11][CH2:10][C:9](=[O:12])[NH:8][C:7]=2[CH:13]=1.[H-].[Na+].Br[CH2:17][C:18]([O:20][CH2:21][CH3:22])=[O:19].FC(F)(F)C(O)=O>O1CCCC1.CC#N.O>[CH3:1][O:2][C:3]1[CH:4]=[CH:5][C:6]2[O:11][CH2:10][C:9](=[O:12])[N:8]([CH2:17][C:18]([O:20][CH2:21][CH3:22])=[O:19])[C:7]=2[CH:13]=1 |f:1.2,6.7|. Procedure: A solution of 6-(methyloxy)-2H-1,4-benzoxazin-3(4H)-one (2.08 g, 11.6 mmol) dissolved in 12.5 mL of anhydrous tetrahydrofuran was added drop-wise to a mixture of sodium hydride (60% by weight in mineral oil, 0.52 g, 12.8 mmol) suspended in 25 mL of anhydrous tetrahydrofuran under argon. The mixture was allowed to stir at room temperature for 10 minutes and then ethyl bromoacetate (1.54 mL, 13.9 mmol) was added to the mixture and stirred vigorously for 1.5 hours before it was determined to be com... Reactants: O (Water), N(=[N+]=[N-])C1=C2C(=NC=C1Br)N(C=C2C2=C(C=CC=C2)OC)COCC[Si](C)(C)C (4-Azido-5-bromo-3-(2-methoxy-phenyl)-1-(2-trimethylsilanyl-ethoxymethyl)-1H-pyrrolo[2,3-b]pyridine), C1(=CC=CC=C1)P(C1=CC=CC=C1)C1=CC=CC=C1 (triphenylphosphine), O (water). Run in O1CCCC1 (tetrahydrofuran). Run at temperature 23 celsius, time 1 hour. Yields the product BrC=1C(=C2C(=NC1)N(C=C2C2=C(C=CC=C2)OC)COCC[Si](C)(C)C)N (5-Bromo-3-(2-methoxy-phenyl)-1-(2-trimethylsilanyl-ethoxymethyl)-1H-pyrrolo[2,3-b]pyridin-4-ylamine). RXN SMILES: [N:1]([C:4]1[C:9]([Br:10])=[CH:8][N:7]=[C:6]2[N:11]([CH2:22][O:23][CH2:24][CH2:25][Si:26]([CH3:29])([CH3:28])[CH3:27])[CH:12]=[C:13]([C:14]3[CH:19]=[CH:18][CH:17]=[CH:16][C:15]=3[O:20][CH3:21])[C:5]=12)=[N+]=[N-].C1(P(C2C=CC=CC=2)C2C=CC=CC=2)C=CC=CC=1.O>O1CCCC1>[Br:10][C:9]1[C:4]([NH2:1])=[C:5]2[C:13]([C:14]3[CH:19]=[CH:18][CH:17]=[CH:16][C:15]=3[O:20][CH3:21])=[CH:12][N:11]([CH2:22][O:23][CH2:24][CH2:25][Si:26]([CH3:29])([CH3:28])[CH3:27])[C:6]2=[N:7][CH:8]=1. Procedure details: 4-Azido-5-bromo-3-(2-methoxy-phenyl)-1-(2-trimethylsilanyl-ethoxymethyl)-1H-pyrrolo[2,3-b]pyridine (115 mg, 0.24 mmol), triphenylphosphine (64 mg, 0.24 mmol), and water (44 μL, 2.4 mmol) were dissolved in tetrahydrofuran (1 mL). The reaction was stirred at 23° C. for 1 h. Water (100 μL, 5.5 mmol) was added and the mixture was stirred an additional 14 h. The reaction mixture was directly loaded onto silica gel and purified using flash silica gel chromatography using a gradient of (ethyl acetate a... Reactants: C(=O)(C(F)(F)F)O (TFA), C1(CCCC1)NC=1C=C(C=C2C=C(NC12)C1=C(C=C(C=C1)C(=O)OC(C)(C)C)N)Cl (Cyclopentyl-[2-(4-BOC-aminophenyl)-5-chloro-1H-indol-7-yl]-amine), C(=O)(C(F)(F)F)O (TFA). The solvent is C(Cl)Cl (DCM). Run at time 2 hour. Product: C1(CCCC1)NC=1C=C(C=C2C=C(NC12)C1=CC=C(C=C1)N)Cl (Cyclopentyl-[2-(4-aminophenyl)-5-chloro-1H-indol-7-yl]-amine). Isolated yield 95.0%. As a reaction SMILES: [CH:1]1([NH:6][C:7]2[CH:8]=[C:9]([Cl:30])[CH:10]=[C:11]3[C:15]=2[NH:14][C:13](C2C=CC(C(OC(C)(C)C)=O)=CC=2N)=[CH:12]3)[CH2:5][CH2:4][CH2:3][CH2:2]1.[C:31](O)([C:33](F)(F)F)=O>C(Cl)Cl>[CH:1]1([NH:6][C:7]2[CH:8]=[C:9]([Cl:30])[CH:10]=[C:11]3[C:15]=2[NH:14][C:13]([C:33]2[CH:31]=[CH:5][C:1]([NH2:6])=[CH:2][CH:3]=2)=[CH:12]3)[CH2:2][CH2:3][CH2:4][CH2:5]1. Procedure: Cyclopentyl-[2-(4-BOC-aminophenyl)-5-chloro-1H-indol-7-yl]-amine (430 mg, 1 mmol) prepared in Example 78 was added to DCM (5 mL). TFA (5 mL) was added thereto, and the mixture was stirred for 2 h. After completion of the reaction, TFA was removed under reduced pressure, and the residue was purified by column chromatography to give the title compound (310 mg, Yield 95%).